Dataset: the Open Reaction Database (ORD), a public repository of structured organic reaction records. Task: describe an organic reaction: reactants, conditions, products, and yield The reactants are C(C=C)(=O)OCCCCCCCCCCCCCCCCCC (stearyl acrylate), C(C(=C)C)(=O)OCC1CO1 (glycidyl methacrylate), FC=C(C(=O)[O-])C (fluoromethacrylate), N(=NC(C#N)(C)C)C(C#N)(C)C (azobisisobutyronitrile). Product: FC=C(C(=O)O)C.C(C1CO1)OC(C(=C)C)=O.C(C=C)(=O)OCCCCCCCCCCCCCCCCCC (stearyl acrylate - glycidyl methacrylate - fluoromethacrylate). As a reaction SMILES: [C:1]([O:5][CH2:6][CH2:7][CH2:8][CH2:9][CH2:10][CH2:11][CH2:12][CH2:13][CH2:14][CH2:15][CH2:16][CH2:17][CH2:18][CH2:19][CH2:20][CH2:21][CH2:22][CH3:23])(=[O:4])[CH:2]=[CH2:3].[C:24]([O:29][CH2:30][CH:31]1[O:33][CH2:32]1)(=[O:28])[C:25]([CH3:27])=[CH2:26].[F:34][CH:35]=[C:36]([CH3:40])[C:37]([O-:39])=[O:38].N(C(C)(C)C#N)=NC(C)(C)C#N>>[F:34][CH:35]=[C:36]([CH3:40])[C:37]([OH:39])=[O:38].[CH2:30]([O:29][C:24](=[O:28])[C:25]([CH3:27])=[CH2:26])[CH:31]1[O:33][CH2:32]1.[C:1]([O:5][CH2:6][CH2:7][CH2:8][CH2:9][CH2:10][CH2:11][CH2:12][CH2:13][CH2:14][CH2:15][CH2:16][CH2:17][CH2:18][CH2:19][CH2:20][CH2:21][CH2:22][CH3:23])(=[O:4])[CH:2]=[CH2:3] |f:4.5.6|. Procedure details: To the above solvent, a mixture of 200 g of stearyl acrylate, 20 g of glycidyl methacrylate, 5 g of fluoromethacrylate having the following formula and 3 g of azobisisobutyronitrile was added dropwise at a constant speed over a period of 5 hours at 90° C. to complete the polymerization reaction. Thus, stearyl acrylate - glycidyl methacrylate - fluoromethacrylate copolymer was obtained. ##STR14## The reactants are C(C)(=O)Cl (acetyl chloride), N1=CC=CC=C1 (pyridine), CC([C@@H](C(=O)OC(C)(C)C)NC[C@@H]1C[C@@H](CCC1)OCC=1N=C(OC1C)C1=CC=C(C=C1)C)C (tert-butyl (S)-3-methyl-2-{[cis-3-(5-methyl-2-p-tolyloxazol-4-ylmethoxy)cyclohexylmethyl]amino}butyrate). Solvent: ClCCl (dichloromethane), O (water), ClCCl (dichloromethane). Run at time 18 hour. The product is C(C)(=O)N([C@H](C(=O)O)C(C)C)C[C@@H]1C[C@@H](CCC1)OCC=1N=C(OC1C)C1=CC=C(C=C1)C ((S)-2-{acetyl-[cis-3-(5-methyl-2-p-tolyloxazol-4-ylmethoxy)cyclohexylmethyl]amino}-3-methylbutyric acid). As a reaction SMILES: [C:1](Cl)(=[O:3])[CH3:2].N1C=CC=CC=1.[CH3:11][CH:12]([CH3:44])[C@H:13]([NH:21][CH2:22][C@H:23]1[CH2:28][CH2:27][CH2:26][C@@H:25]([O:29][CH2:30][C:31]2[N:32]=[C:33]([C:37]3[CH:42]=[CH:41][C:40]([CH3:43])=[CH:39][CH:38]=3)[O:34][C:35]=2[CH3:36])[CH2:24]1)[C:14]([O:16]C(C)(C)C)=[O:15]>ClCCl.O>[C:1]([N:21]([CH2:22][C@H:23]1[CH2:28][CH2:27][CH2:26][C@@H:25]([O:29][CH2:30][C:31]2[N:32]=[C:33]([C:37]3[CH:38]=[CH:39][C:40]([CH3:43])=[CH:41][CH:42]=3)[O:34][C:35]=2[CH3:36])[CH2:24]1)[C@@H:13]([CH:12]([CH3:44])[CH3:11])[C:14]([OH:16])=[O:15])(=[O:3])[CH3:2]. Procedure: 12 μl of acetyl chloride and 22 μl of pyridine are added to 40 mg of tert-butyl (S)-3-methyl-2-{[cis-3-(5-methyl-2-p-tolyloxazol-4-ylmethoxy)cyclohexylmethyl]amino}butyrate in 0.5 ml of dichloromethane, and the mixture is stirred at room temperature for 18 h. The solution is then diluted with water and dichloromethane, the aqueous phase is removed and extracted with dichloromethane and the combined phases are dried over MgSO4 and concentrated. The residue is taken up in 0.5 ml of trifluoroacetic... The reactants are OC1=CC2=C(C(C=CO2)=O)C=C1 (7-hydroxy-4(4H)-benzopyranone), COC=1C=C(C=O)C=CC1OC (3,4-dimethoxybenzaldehyde), Cl (hydrochloric acid), CO (methanol). Solvent: O (water). Run at time 30 minute. Product: COC=1C=C(C=CC1OC)C=C1COC2=C(C1=O)C=CC(=C2)O (3-[(3,4-dimethoxyphenyl)methylene]-7-hydroxy-4(4H)-benzopyranone). RXN SMILES: [OH:1][C:2]1[CH:12]=[CH:11][C:5]2[C:6](=[O:10])[CH:7]=[CH:8][O:9][C:4]=2[CH:3]=1.[CH3:13][O:14][C:15]1[CH:16]=[C:17]([CH:20]=[CH:21][C:22]=1[O:23][CH3:24])[CH:18]=O.Cl.CO>O>[CH3:13][O:14][C:15]1[CH:16]=[C:17]([CH:18]=[C:7]2[C:6](=[O:10])[C:5]3[CH:11]=[CH:12][C:2]([OH:1])=[CH:3][C:4]=3[O:9][CH2:8]2)[CH:20]=[CH:21][C:22]=1[O:23][CH3:24]. Procedure details: After 7-hydroxy-4(4H)-benzopyranone 1.0 g and 3,4-dimethoxybenzaldehyde 1.22 g were added to a mixture of concentrated hydrochloric acid 50 ml and methanol 40 ml, the mixture was refluxed for 1.5 hours and cooled to room temperature, water 100 ml was added and the mixture was allowed to stand for 30 minutes. The precipitated crystals were filtered. Reactants: OCC(CO)(CO)CO (pentaerythritol), C1(=CC=CC=C1)S(=O)(=O)Cl (benzenesulfonyl chloride), Cl (hydrochloric acid). Run in N1=CC=CC=C1 (pyridine). Run at temperature 3 celsius, time 4 hour. Product: C1(=CC=CC=C1)S(=O)(=O)OCC(COS(=O)(=O)C1=CC=CC=C1)(COS(=O)(=O)C1=CC=CC=C1)COS(=O)(=O)C1=CC=CC=C1 (2,2-bis(benzenesulfonyloxymethyl)-1,3-propanediol dibenzenesulfonate). Isolated yield 78.0%. Reaction SMILES: [OH:1][CH2:2][C:3]([CH2:8][OH:9])([CH2:6][OH:7])[CH2:4][OH:5].[C:10]1([S:16](Cl)(=[O:18])=[O:17])[CH:15]=[CH:14][CH:13]=[CH:12][CH:11]=1.Cl>N1C=CC=CC=1>[C:10]1([S:16]([O:1][CH2:2][C:3]([CH2:8][O:9][S:16]([C:10]2[CH:15]=[CH:14][CH:13]=[CH:12][CH:11]=2)(=[O:18])=[O:17])([CH2:6][O:7][S:16]([C:10]2[CH:15]=[CH:14][CH:13]=[CH:12][CH:11]=2)(=[O:18])=[O:17])[CH2:4][O:5][S:16]([C:10]2[CH:15]=[CH:14][CH:13]=[CH:12][CH:11]=2)(=[O:18])=[O:17])(=[O:18])=[O:17])[CH:15]=[CH:14][CH:13]=[CH:12][CH:11]=1. Procedure details: 2.27 g (16.7 mmol) of pentaerythritol and 32.6 g of pyridine were placed in a 100 ml reaction vessel and 17.7 g (100 mmol) of benzenesulfonyl chloride was dropped over 0.7 hour while stirring at a temperature of 2 to 4° C. in a nitrogen atmosphere. After dropping, the temperature was raised to 15° C. and reaction was conducted for 4 hours. In a separate 300 ml reaction vessel, the reaction solution was dropped in an 11.3% by weight aqueous solution of hydrochloric acid while stirring at a temper... The reactants are C(C)[Mg]Cl (ethyl magnesium chloride), C(C1=CC=CC=C1)N(C(=O)CCC(=O)N1[C@@H](CCC1)C=O)C ((2S)-1-[3-(N-benzyl-N-methylcarbamoyl)propanoyl]pyrrolidin-2-al), [Cl-].[NH4+] (ammonium chloride). Solvent: C1CCOC1 (THF), C1CCOC1 (THF). Reaction conditions: time 30 minute. The product is C(C1=CC=CC=C1)N(C(=O)CCC(=O)N1[C@@H](CCC1)C(CC)O)C ((1RS)-1-[(2S)-1-[3-(N-benzyl-N-methylcarbamoyl)propanoyl]pyrrolidin-2-yl]-propan-1-ol). RXN SMILES: [CH2:1]([N:8]([CH3:22])[C:9]([CH2:11][CH2:12][C:13]([N:15]1[CH2:19][CH2:18][CH2:17][C@H:16]1[CH:20]=[O:21])=[O:14])=[O:10])[C:2]1[CH:7]=[CH:6][CH:5]=[CH:4][CH:3]=1.[CH2:23]([Mg]Cl)[CH3:24].[Cl-].[NH4+]>C1COCC1>[CH2:1]([N:8]([CH3:22])[C:9]([CH2:11][CH2:12][C:13]([N:15]1[CH2:19][CH2:18][CH2:17][C@H:16]1[CH:20]([OH:21])[CH2:23][CH3:24])=[O:14])=[O:10])[C:2]1[CH:3]=[CH:4][CH:5]=[CH:6][CH:7]=1 |f:2.3|. Reported procedure: A solution of (2S)-1-[3-(N-benzyl-N-methylcarbamoyl)propanoyl]pyrrolidin-2-al (700 mg) in THF (5 ml) was cooled to -25° C. A solution of ethyl magnesium chloride in THF (2M, 1.5 ml) was added dropwise to the solution. The mixture was stirred for 30 mins at the same temperature, and for 30 mins at 0° C. and further 1 hr. at room temperature. After reaction, a saturated aq. solution of ammonium chloride was added to the mixture. The oily layer separated was washed, dried and evaporated. The residu... Yields the product C(C)(C)(C)OC(C1=CC=C(C=C1)N1CCC(CC1)C1=CC=C(C=C1)C(NC1=CC(=CC=C1)C(C)(C)C)=O)=O (4-{4-[4-(3-tert-Butyl-phenylcarbamoyl)-phenyl]-piperidin-1-yl}-benzoic acid tert-butyl ester). Reactants: C(C)(C)(C)C=1C=C(C=CC1)NC(C1=CC=C(C=C1)C1CCNCC1)=O (N-(3-tert-butyl-phenyl)-4-piperidin-4-yl-benzamide), C(C)(C)(C)OC(C1=CC=C(C=C1)Br)=O (4-bromo-benzoic acid tert-butyl ester), C(C)(C)(C)C=1C=C(C=CC1)NC(=O)C1=CC(=C(C=C1)N1CCN(CC1)C1=CC=C(C(=O)O)C=C1)F (4-{4-[4-(3-tert-butyl-phenylcarbamoyl)-2-fluoro-phenyl]-piperazin-1-yl}-benzoic acid). As a reaction SMILES: [C:1]([C:5]1[CH:6]=[C:7]([NH:11][C:12](=[O:25])[C:13]2[CH:18]=[CH:17][C:16]([CH:19]3[CH2:24][CH2:23][NH:22][CH2:21][CH2:20]3)=[CH:15][CH:14]=2)[CH:8]=[CH:9][CH:10]=1)([CH3:4])([CH3:3])[CH3:2].[C:26]([O:30][C:31](=[O:39])[C:32]1[CH:37]=[CH:36][C:35](Br)=[CH:34][CH:33]=1)([CH3:29])([CH3:28])[CH3:27].C(C1C=C(NC(C2C=CC(N3CCN(C4C=CC(C(O)=O)=CC=4)CC3)=C(F)C=2)=O)C=CC=1)(C)(C)C>>[C:26]([O:30][C:31](=[O:39])[C:32]1[CH:37]=[CH:36][C:35]([N:22]2[CH2:23][CH2:24][CH:19]([C:16]3[CH:15]=[CH:14][C:13]([C:12](=[O:25])[NH:11][C:7]4[CH:8]=[CH:9][CH:10]=[C:5]([C:1]([CH3:4])([CH3:2])[CH3:3])[CH:6]=4)=[CH:18][CH:17]=3)[CH2:20][CH2:21]2)=[CH:34][CH:33]=1)([CH3:29])([CH3:27])[CH3:28]. Reported procedure: 4-{4-[4-(3-tert-Butyl-phenylcarbamoyl)-phenyl]-piperidin-1-yl}-benzoic acid tert-butyl ester was synthesized from N-(3-tert-butyl-phenyl)-4-piperidin-4-yl-benzamide and 4-bromo-benzoic acid tert-butyl ester in a manner similar to the one described in the synthesis of 4-{4-[4-(3-tert-butyl-phenylcarbamoyl)-2-fluoro-phenyl]-piperazin-1-yl}-benzoic acid above. LCMS calcd for C33H40N2O3 (m/e) 512, obsd 513 (M+H). Reaction SMILES: CC1[C@@H]([O:20][C:21]([C@H:23]([OH:40])[C@@H:24]([NH:31]C(C2C=CC=CC=2)=O)[C:25]2[CH:26]=[CH:27][CH:28]=[CH:29][CH:30]=2)=[O:22])C[C@]2(O)C(C)(C)C=1[C@@H](OC(C)=O)C([C@@]1(C)[C@H]([C@@H]2OC(C2C=CC=CC=2)=O)[C@]2(OC(C)=O)CO[C@@H]2C[C@@H]1O)=O.C(N[C@@H](C1C=CC=CC=1)[C@H](C(O)=O)O)(=O)C1C=CC=CC=1.[ClH:84]>>[C:25]1([C@@H:24]([C@H:23]([C:21]([OH:22])=[O:20])[OH:40])[NH2:31])[CH:30]=[CH:29][CH:28]=[CH:27][CH:26]=1.[ClH:84]. Reactants: (3R,4S)-3-triisopropylsilyloxy-4-phenyl-2-azetidin-2-one, Cl (hydrochloric acid), CC1=C2[C@H](C(=O)[C@@]3([C@H](C[C@@H]4[C@]([C@H]3[C@@H]([C@@](C2(C)C)(C[C@@H]1OC(=O)[C@@H]([C@H](C=5C=CC=CC5)NC(=O)C=6C=CC=CC6)O)O)OC(=O)C=7C=CC=CC7)(CO4)OC(=O)C)O)C)OC(=O)C (taxol), C(C1=CC=CC=C1)(=O)N[C@H]([C@@H](O)C(=O)O)C1=CC=CC=C1 (N-benzoyl-(2R,3S)-3-phenylisoserine). The product is C1(=CC=CC=C1)[C@H](N)[C@@H](O)C(=O)O ((2R,3S)-3-phenylisoserine), Cl (hydrochloric acid). Procedure: When the desired product is the side chain of taxol, N-benzoyl-(2R,3S)-3-phenylisoserine, R1 is phenyl, and R7 is preferably trimethylsilyl. In this synthesis the product of the reaction Scheme 1 is (3R,4S)-3-triisopropylsilyloxy-4-phenyl-2-azetidin-2-one (see Scheme 2), which is hydrolyzed, for example with hydrochloric acid, to yield the corresponding (2R,3S)-3-phenylisoserine as hydrochloric acid salt. The phenylisoserine is then benzoylated by procedures known in the art, for example, the Sc... The reactants are C(C)(C)NC(C)C (diisopropylamine), C1(=CC=CC=C1)CCCC(=O)O (4-phenylbutyric acid), CN(P(=O)(N(C)C)N(C)C)C (hexamethylphosphoramide), 20, C(CCC)[Li] (n-butyl lithium). The solvent is C1CCOC1 (THF), C1CCOC1 (THF), C1CCOC1 (THF). Reaction conditions: time 30 minute. The product is C1(=CC=CC=C1)CCCC(=O)C1=CC=C(C=O)C=C1 (4-(4-Phenylbutyryl)benzaldehyde). RXN SMILES: C(N[CH:5]([CH3:7])[CH3:6])(C)C.[CH2:8]([Li])[CH2:9][CH2:10][CH3:11].[C:13]1([CH2:19][CH2:20][CH2:21][C:22]([OH:24])=O)[CH:18]=[CH:17][CH:16]=[CH:15][CH:14]=1.CN(C)P(N(C)C)(N(C)C)=[O:28]>C1COCC1>[C:13]1([CH2:19][CH2:20][CH2:21][C:22]([C:6]2[CH:5]=[CH:7][C:9]([CH:8]=[O:28])=[CH:10][CH:11]=2)=[O:24])[CH:14]=[CH:15][CH:16]=[CH:17][CH:18]=1. Procedure details: To THF (30 ml) at -10° C. was added diisopropylamine (8.01 ml, 57.1 mmol) followed by the dropwise addition of n-butyl lithium (2.0M in hexane, 28.6 ml, 57.2 mmol) at a rate such that the internal temperature was kept less than -5° C. A solution of 4-phenylbutyric acid (4.70 g, 28.6 mmol) in THF (20 ml) was then added over 5 minutes followed by hexamethylphosphoramide (4.98 ml, 26.8 mmol). After stirring for 30 minutes at room temperature, the reaction mixture was cooled to -10° C. and a solutio...